From a dataset of the Open Reaction Database (ORD), a public repository of structured organic reaction records. describe an organic reaction: reactants, conditions, products, and yield Reactants: C1COCCO1, Cl, CC(C)(C)OC(=O)c1cccc(Nc2nnc(C(=O)Nc3ccc(N4CCOCC4)nc3)o2)c1. The product is O=C(O)c1cccc(Nc2nnc(C(=O)Nc3ccc(N4CCOCC4)nc3)o2)c1. Reaction SMILES: [CH2:36]1[O:37][CH2:38][CH2:39][O:40][CH2:41]1.[ClH:1].[O:2]1[CH2:3][CH2:4][N:5]([c:8]2[cH:9][cH:10][c:11]([NH:14][C:15](=[O:16])[c:17]3[n:18][n:19][c:20]([NH:22][c:23]4[cH:24][c:25]([C:26](=[O:27])[O:28][C:29]([CH3:30])([CH3:31])[CH3:32])[cH:33][cH:34][cH:35]4)[o:21]3)[cH:12][n:13]2)[CH2:6][CH2:7]1>>[O:2]1[CH2:3][CH2:4][N:5]([c:8]2[cH:9][cH:10][c:11]([NH:14][C:15](=[O:16])[c:17]3[n:18][n:19][c:20]([NH:22][c:23]4[cH:24][c:25]([C:26](=[O:27])[OH:28])[cH:33][cH:34][cH:35]4)[o:21]3)[cH:12][n:13]2)[CH2:6][CH2:7]1. Starting materials: solution, Cl (hydrogen chloride), CN(CCOCCC1=CC=CC2=CC=CC=C12)C (N,N-dimethyl-N-{2-[2-(1-naphthyl)ethoxy]ethyl}-amine). Solvent: C(C)(=O)OCC (ethyl acetate), C(C)(=O)OCC (ethyl acetate). Conditions: time 1 hour. Yields the product Cl.CN(CCOCCC1=CC=CC2=CC=CC=C12)C (N,N-dimethyl-N-{2-[2-(1-naphthyl)ethoxy]ethyl}-amine hydrochloride). RXN SMILES: [CH3:1][N:2]([CH3:18])[CH2:3][CH2:4][O:5][CH2:6][CH2:7][C:8]1[C:17]2[C:12](=[CH:13][CH:14]=[CH:15][CH:16]=2)[CH:11]=[CH:10][CH:9]=1.[ClH:19]>C(OCC)(=O)C>[ClH:19].[CH3:18][N:2]([CH3:1])[CH2:3][CH2:4][O:5][CH2:6][CH2:7][C:8]1[C:17]2[C:12](=[CH:13][CH:14]=[CH:15][CH:16]=2)[CH:11]=[CH:10][CH:9]=1 |f:3.4|. Procedure: In 4.4 mL of ethyl acetate is dissolved 0.87 g of N,N-dimethyl-N-{2-[2-(1-naphthyl)ethoxy]ethyl}-amine, to which is added 1.3 mL of a 3.5 mol/L solution of dry hydrogen chloride in ethyl acetate. The resulting mixture is stirred at ambient temperature for one hour. The deposited crystal is collected by filtration, washed with ethyl acetate and dried to obtain 0.77 g of N,N-dimethyl-N-{2-[2-(1-naphthyl)ethoxy]ethyl}-amine hydrochloride. Starting materials: CN1CCNCC1, C1=C(C=NC=C1Br)Br. The reagents and catalysts are CC(C)(C)[O-].[Na+], CC1(C2=C(C(=CC=C2)P(C3=CC=CC=C3)C4=CC=CC=C4)OC5=C1C=CC=C5P(C6=CC=CC=C6)C7=CC=CC=C7)C, C1=CC=C(C=C1)/C=C/C(=O)/C=C/C2=CC=CC=C2.C1=CC=C(C=C1)/C=C/C(=O)/C=C/C2=CC=CC=C2.C1=CC=C(C=C1)/C=C/C(=O)/C=C/C2=CC=CC=C2.[Pd].[Pd]. Run in CC1=CC=CC=C1. Run at temperature 140 celsius. Yields the product CN1CCN(CC1)C2=CC(=CN=C2)Br. The yield is 21.3%. Reported procedure: Trial # 3:  3,5-dibromopyridine (1000 mg, 4.22 mmol), 1-methylpiperazine (423 mg, 4.22 mmol), Pd2(dba)3 (387 mg, 0.42 mmol), XANTPHOS (366 mg, 0.63 mmol), SODIUM TERT-BUTOXIDE (609 mg, 6.33 mmol), PhCH3 (10 mL) as added to a 10 mL microwave vial. This was degassed and refilled with N2 and then heated at 140 °C in microwave for 1h.  LCMS showed reaction done with the peak at Rf0.52 showed a fragment mass of 256.  Evaporated solvent. Residue purified by  (CH3CN/H2O 0-30%+TFA buffer )to get the des... Starting materials: BrC1=C(C=CC=C1)SC[C@@H]1CN(CCO[C@H]1C1=CC(=C(C=C1)Cl)Cl)C(=O)OC(C)(C)C (tert-butyl (6R,7R)-6-{[(2-bromophenyl)sulfanyl]methyl}-7-(3,4-dichlorophenyl)-1,4-oxazepane-4-carboxylate), [Cu](C#N)C#N (copper cyanide). Run in CN(C)C=O (DMF). Conditions: temperature 150 celsius, time 8 hour. Yields the product C(#N)C1=C(C=CC=C1)SC[C@@H]1CN(CCO[C@H]1C1=CC(=C(C=C1)Cl)Cl)C(=O)OC(C)(C)C (tert-butyl (6R,7R)-6-{[(2-cyanophenyl)sulfanyl]methyl}-7-(3,4-dichlorophenyl)-1,4-oxazepane-4-carboxylate). Isolated yield 38.2%. As a reaction SMILES: Br[C:2]1[CH:7]=[CH:6][CH:5]=[CH:4][C:3]=1[S:8][CH2:9][C@H:10]1[C@H:16]([C:17]2[CH:22]=[CH:21][C:20]([Cl:23])=[C:19]([Cl:24])[CH:18]=2)[O:15][CH2:14][CH2:13][N:12]([C:25]([O:27][C:28]([CH3:31])([CH3:30])[CH3:29])=[O:26])[CH2:11]1.[Cu](C#N)[C:33]#[N:34]>CN(C=O)C>[C:33]([C:2]1[CH:7]=[CH:6][CH:5]=[CH:4][C:3]=1[S:8][CH2:9][C@H:10]1[C@H:16]([C:17]2[CH:22]=[CH:21][C:20]([Cl:23])=[C:19]([Cl:24])[CH:18]=2)[O:15][CH2:14][CH2:13][N:12]([C:25]([O:27][C:28]([CH3:31])([CH3:30])[CH3:29])=[O:26])[CH2:11]1)#[N:34]. Procedure details: To a solution (7.8 mL) of tert-butyl (6R,7R)-6-{[(2-bromophenyl)sulfanyl]methyl}-7-(3,4-dichlorophenyl)-1,4-oxazepane-4-carboxylate (424 mg) in DMF was added copper cyanide (139 mg), and the mixture was stirred under an argon atmosphere at 150° C. overnight. The reaction mixture was filtered through celite, distilled water was added, and the mixture was extracted with ethyl acetate. The extract was washed with distilled water and brine, and dried over anhydrous sodium sulfate, and the solvent wa... The reactants are BrC1=C(C=CC=C1)C1=NCC=2N(C3=C1C=C(C=C3)F)C=NC2C(=O)O (6-(2-bromophenyl)-8-fluoro-4H-imidazo[1,5-a][1,4]benzodiazepine-3-carboxylic acid), P(Cl)(Cl)(Cl)(Cl)Cl (phosphorus pentachloride), N (ammonia), N (Ammonia). Run in C(Cl)Cl (methylene chloride). Conditions: time 2 hour. Product: BrC1=C(C=CC=C1)C1=NCC=2N(C3=C1C=C(C=C3)F)C=NC2C(=O)N (6-(2-Bromophenyl)-8-fluoro-4H-imidazo[1,5-a][1,4]benzodiazepine-3-carboxamide). RXN SMILES: [Br:1][C:2]1[CH:7]=[CH:6][CH:5]=[CH:4][C:3]=1[C:8]1[C:14]2[CH:15]=[C:16]([F:19])[CH:17]=[CH:18][C:13]=2[N:12]2[CH:20]=[N:21][C:22]([C:23]([OH:25])=O)=[C:11]2[CH2:10][N:9]=1.P(Cl)(Cl)(Cl)(Cl)Cl.[NH3:32]>C(Cl)Cl>[Br:1][C:2]1[CH:7]=[CH:6][CH:5]=[CH:4][C:3]=1[C:8]1[C:14]2[CH:15]=[C:16]([F:19])[CH:17]=[CH:18][C:13]=2[N:12]2[CH:20]=[N:21][C:22]([C:23]([NH2:32])=[O:25])=[C:11]2[CH2:10][N:9]=1. Procedure details: A mixture of 3 g (7.5 mmol) of 6-(2-bromophenyl)-8-fluoro-4H-imidazo[1,5-a][1,4]benzodiazepine-3-carboxylic acid, 300 mL of methylene chloride and 2.25 g (10.8 mmol) of phosphorus pentachloride was stirred at room temperature for 2 hours. Ammonia gas was then introduced until the mixture was basic. After layering with 20 mL of concentrated aqueous ammonia, the mixture was stirred for 15 minutes. The methylene chloride was washed with water, dried and evaporated. The residue was crystallized from... The reactants are CNC, CS(C)=O, Cn1cc(-c2cnc3ccc(Cc4nnc5ccc(Cl)nn45)cc3c2)cn1, O. Product: CN(C)c1ccc2nnc(Cc3ccc4ncc(-c5cnn(C)c5)cc4c3)n2n1. As a reaction SMILES: [CH3:1][NH:2][CH3:3].[CH3:4][S:5]([CH3:6])=[O:7].[Cl:8][c:9]1[cH:10][cH:11][c:12]2[n:13]([n:14]1)[c:15]([CH2:18][c:19]1[cH:20][c:21]3[cH:22][c:23](-[c:29]4[cH:30][n:31][n:32]([CH3:34])[cH:33]4)[cH:24][n:25][c:26]3[cH:27][cH:28]1)[n:16][n:17]2.[OH2:35]>>[CH3:1][N:2]([CH3:3])[c:9]1[cH:10][cH:11][c:12]2[n:13]([n:14]1)[c:15]([CH2:18][c:19]1[cH:20][c:21]3[cH:22][c:23](-[c:29]4[cH:30][n:31][n:32]([CH3:34])[cH:33]4)[cH:24][n:25][c:26]3[cH:27][cH:28]1)[n:16][n:17]2. The reactants are CCCCO, Cc1cccc(N2CCNCC2)c1, CC(C)O, CN1CC(CCCl)OC1=O, [I-], [K+], [Na+], [Na+], O=C([O-])[O-]. Yields the product Cc1cccc(N2CCN(CCC3CN(C)C(=O)O3)CC2)c1. As a reaction SMILES: [CH2:32]([OH:33])[CH2:34][CH2:35][CH3:36].[CH3:1][c:2]1[cH:3][c:4]([N:8]2[CH2:9][CH2:10][NH:11][CH2:12][CH2:13]2)[cH:5][cH:6][cH:7]1.[CH3:37][CH:38]([OH:39])[CH3:40].[Cl:14][CH2:15][CH2:16][CH:17]1[CH2:18][N:19]([CH3:23])[C:20](=[O:22])[O:21]1.[I-:31].[K+:30].[Na+:24].[Na+:25].[O-:26][C:27](=[O:28])[O-:29]>>[CH3:1][c:2]1[cH:3][c:4]([N:8]2[CH2:9][CH2:10][N:11]([CH2:15][CH2:16][CH:17]3[CH2:18][N:19]([CH3:23])[C:20](=[O:22])[O:21]3)[CH2:12][CH2:13]2)[cH:5][cH:6][cH:7]1. Reactants: C1(=CC=CC=C1)[C@@H]1OC[C@H](CO1)OS(=O)(=O)C1=CC=C(C=C1)C (trans-2-phenyl-5-(p-toluenesulfonyloxy)-1,3-dioxane), C(C)(=S)[O-].[K+] (potassium thioacetate), C1(=CC=CC=C1)C (toluene). The solvent is CN(C(C)=O)C (N,N-dimethylacetamide). Conditions: temperature 100 celsius, time 3 hour. Product: C(C)(=O)S[C@@H]1CO[C@@H](OC1)C1=CC=CC=C1 (cis-5-(Acetylthio)-2-phenyl-1,3-dioxane). Yield: 46.6%. Reaction SMILES: [C:1]1([C@H:7]2[O:12][CH2:11][C@H:10](OS(C3C=CC(C)=CC=3)(=O)=O)[CH2:9][O:8]2)[CH:6]=[CH:5][CH:4]=[CH:3][CH:2]=1.[C:24]([O-:27])(=[S:26])[CH3:25].[K+].C1(C)C=CC=CC=1>CN(C)C(=O)C>[C:24]([S:26][C@H:10]1[CH2:9][O:8][C@@H:7]([C:1]2[CH:2]=[CH:3][CH:4]=[CH:5][CH:6]=2)[O:12][CH2:11]1)(=[O:27])[CH3:25] |f:1.2|. Procedure: A mixture of 30 g (90 mmol) of trans-2-phenyl-5-(p-toluenesulfonyloxy)-1,3-dioxane (prepared as described in Tetrahedron, 48, 5941-5950), 15.3 g (134 mmol) of potassium thioacetate, 240 ml of toluene and 60 ml of N,N-dimethylacetamide was stirred at 100° C. for 3 hours and then at 110-120° C. for 7 hours. After cooling, the reaction mixture was partitioned between toluene and water. The organic layer was then washed with water, dried over anhydrous magnesium sulfate and concentrated. The resulti... Starting materials: CC(CNS(=O)(=O)C(C)C)Oc1ccc(Br)cc1, COCCOC, O=Cc1ccc(B(O)O)cc1, [Na+], [Na+], O=C([O-])[O-], Cl[Pd]Cl, c1ccc(P(c2ccccc2)c2ccccc2)cc1, c1ccc(P(c2ccccc2)c2ccccc2)cc1. The product is CC(CNS(=O)(=O)C(C)C)Oc1ccc(-c2ccc(C=O)cc2)cc1. As a reaction SMILES: [Br:1][c:2]1[cH:3][cH:4][c:5]([O:6][CH:7]([CH2:8][NH:9][S:10](=[O:11])(=[O:12])[CH:13]([CH3:14])[CH3:15])[CH3:16])[cH:17][cH:18]1.[CH3:77][O:78][CH2:79][CH2:80][O:81][CH3:82].[CH:19](=[O:20])[c:21]1[cH:22][cH:23][c:24]([B:27]([OH:28])[OH:29])[cH:25][cH:26]1.[Na+:30].[Na+:31].[O-:32][C:33](=[O:34])[O-:35].[Pd:36]([Cl:37])[Cl:38].[c:39]1([P:40]([c:41]2[cH:42][cH:43][cH:44][cH:45][cH:46]2)[c:47]2[cH:48][cH:49][cH:50][cH:51][cH:52]2)[cH:53][cH:54][cH:55][cH:56][cH:57]1.[c:58]1([P:59]([c:60]2[cH:61][cH:62][cH:63][cH:64][cH:65]2)[c:66]2[cH:67][cH:68][cH:69][cH:70][cH:71]2)[cH:72][cH:73][cH:74][cH:75][cH:76]1>>[c:2]1(-[c:24]2[cH:23][cH:22][c:21]([CH:19]=[O:20])[cH:26][cH:25]2)[cH:3][cH:4][c:5]([O:6][CH:7]([CH2:8][NH:9][S:10](=[O:11])(=[O:12])[CH:13]([CH3:14])[CH3:15])[CH3:16])[cH:17][cH:18]1. Reactants: CN(C)C=O, ClCc1cocc1CCl, [H-], NC(=O)c1ccccc1, [Na+]. Product: O=C(c1ccccc1)N1Cc2cocc2C1. As a reaction SMILES: [CH3:21][N:22]([CH3:23])[CH:24]=[O:25].[Cl:12][CH2:13][c:14]1[cH:15][o:16][cH:17][c:18]1[CH2:19][Cl:20].[H-:10].[NH2:1][C:2](=[O:3])[c:4]1[cH:5][cH:6][cH:7][cH:8][cH:9]1.[Na+:11]>>[N:1]1([C:2](=[O:3])[c:4]2[cH:5][cH:6][cH:7][cH:8][cH:9]2)[CH2:13][c:14]2[cH:15][o:16][cH:17][c:18]2[CH2:19]1.